Dataset: the Open Reaction Database (ORD), a public repository of structured organic reaction records. Task: describe an organic reaction: reactants, conditions, products, and yield Starting materials: C(=O)(C(F)(F)F)O (TFA), C(=O)C=1SC2=C(C=NC=C2)N1 (2-formylthiazolo[4,5-c]pyridine), CO\N=C(/C(=O)NC1[C@@H]2N(C(=C(CS2)CI)C(=O)OC(C2=CC=CC=C2)C2=CC=CC=C2)C1=O)\C=1N=C(SC1)NC(C1=CC=CC=C1)(C1=CC=CC=C1)C1=CC=CC=C1 (diphenylmethyl 7-[(Z)-2-methoxyimino-2-(2-tritylaminothiazol-4-yl)acetamido]-3-iodomethyl-3-cephem-4-carboxylate), CS(=O)C (DMSO). Reagents/catalysts: C1(=CC=CC=C1)OC (anisole), C(C)(=O)OCC (ethyl acetate). Run in CCOCC (ether). Reaction conditions: time 8 hour. Yields the product NC=1SC=C(N1)/C(/C(=O)NC1[C@@H]2N(C(=C(CS2)C[N+]2=C(SC3=C2C=NC=C3)C=O)C(=O)[O-])C1=O)=N/OC (7-[(Z)-2-(2-Aminothiazol-4-yl)-2-methoxyiminoacetamido]-3-(2-formylthiazolo[4,5-c]pyridinio)methyl-3-cephem-4-carboxylate). Yield: 101.1%. As a reaction SMILES: [CH:1]([C:3]1[S:4][C:5]2[CH:10]=[CH:9][N:8]=[CH:7][C:6]=2[N:11]=1)=[O:2].[CH3:12][O:13]/[N:14]=[C:15](/[C:46]1[N:47]=[C:48]([NH:51]C(C2C=CC=CC=2)(C2C=CC=CC=2)C2C=CC=CC=2)[S:49][CH:50]=1)\[C:16]([NH:18][CH:19]1[C:44](=[O:45])[N:21]2[C:22]([C:28]([O:30]C(C3C=CC=CC=3)C3C=CC=CC=3)=[O:29])=[C:23]([CH2:26]I)[CH2:24][S:25][C@H:20]12)=[O:17].CS(C)=O.C(O)(C(F)(F)F)=O>C(OCC)(=O)C.CCOCC.C1(OC)C=CC=CC=1>[NH2:51][C:48]1[S:49][CH:50]=[C:46](/[C:15](=[N:14]/[O:13][CH3:12])/[C:16]([NH:18][CH:19]2[C:44](=[O:45])[N:21]3[C:22]([C:28]([O-:30])=[O:29])=[C:23]([CH2:26][N+:11]4[C:6]5[CH:7]=[N:8][CH:9]=[CH:10][C:5]=5[S:4][C:3]=4[CH:1]=[O:2])[CH2:24][S:25][C@H:20]23)=[O:17])[N:47]=1. Procedure: A mixture of 2-formylthiazolo[4,5-c]pyridine (85 mg, 0.5 mmole) and diphenylmethyl 7-[(Z)-2-methoxyimino-2-(2-tritylaminothiazol-4-yl)acetamido]-3-iodomethyl-3-cephem-4-carboxylate [VIIa] (466 mg, 0.5 mmole) in 5 ml of ethyl acetate containing 2 drops of DMSO was allowed to stand overnight at room temperature and then diluted with ether to give 418 mg of crude quaternary salt. The salt was treated with 3 ml of TFA and 3 drops of anisole at room temperature for 30 minutes. The mixture was concent... The reactants are OC1=CC2=C(NC(=N2)C(C(=O)OCC)C)C=C1 (ethyl 2-(5-hydroxy-1H-benzoimidazol-2-yl)propionate), NC1=C(C=C(C(=O)NCCOC2=C(C=CC=C2)OC)C=C1)NC (4-amino-N-[2-(2-methoxyphenoxy)ethyl]-3-methylaminobenzamide). Solvent: CN1C(N(CCC1)C)=O (1,3-dimethyl-3,4,5,6-tetrahydro-2(1H)-pyrimidone). Conditions: temperature 170 celsius. Yields the product OC1=CC2=C(NC(=N2)C(C)C=2N(C3=C(N2)C=CC(=C3)C(=O)NCCOC3=C(C=CC=C3)OC)C)C=C1 (2-[1-(5-hydroxy-1H-benzoimidazol-2-yl)ethyl]-N-[2-(2-methoxyphenoxy)ethyl]-3-methyl-3H-benzoimidazole-5-carboxamide). Isolated yield 13.1%. Reaction SMILES: [OH:1][C:2]1[CH:17]=[CH:16][C:5]2[NH:6][C:7]([CH:9]([CH3:15])[C:10](OCC)=O)=[N:8][C:4]=2[CH:3]=1.[NH2:18][C:19]1[CH:38]=[CH:37][C:22]([C:23]([NH:25][CH2:26][CH2:27][O:28][C:29]2[CH:34]=[CH:33][CH:32]=[CH:31][C:30]=2[O:35][CH3:36])=[O:24])=[CH:21][C:20]=1[NH:39][CH3:40]>CN1CCCN(C)C1=O>[OH:1][C:2]1[CH:17]=[CH:16][C:5]2[NH:6][C:7]([CH:9]([C:10]3[N:39]([CH3:40])[C:20]4[CH:21]=[C:22]([C:23]([NH:25][CH2:26][CH2:27][O:28][C:29]5[CH:34]=[CH:33][CH:32]=[CH:31][C:30]=5[O:35][CH3:36])=[O:24])[CH:37]=[CH:38][C:19]=4[N:18]=3)[CH3:15])=[N:8][C:4]=2[CH:3]=1. Procedure details: A mixture comprising ethyl 2-(5-hydroxy-1H-benzoimidazol-2-yl)propionate (148 mg, 0.63 mmol), 4-amino-N-[2-(2-methoxyphenoxy)ethyl]-3-methylaminobenzamide (200 mg, 0.63 mmol) and 1,3-dimethyl-3,4,5,6-tetrahydro-2(1H)-pyrimidone (0.5 mL) was stirred at room temperature until homogeneous, degassed under vacuum and concentrated by heating at 170° C. for 2 hours under a stream of N2. The residue was cooled to room temperature and rinsed with an excess of ethyl ether. The resulting amorphous material... The reactants are N (ammonia), O=C[C@H](O)[C@@H](O)[C@H](O)[C@H](O)CO (glucose). Product: O=C[C@H](O)[C@@H](O)[C@H](O)[C@H](O)CO (glucose), O=C[C@H](O)[C@@H](O)[C@H](O)CO (xylose). As a reaction SMILES: N.[O:2]=[CH:3][C@@H:4]([C@H:6]([C@@H:8]([C@@H:10]([CH2:12][OH:13])[OH:11])[OH:9])[OH:7])[OH:5]>>[O:2]=[CH:3][C@@H:4]([C@H:6]([C@@H:8]([C@@H:10]([CH2:12][OH:13])[OH:11])[OH:9])[OH:7])[OH:5].[O:2]=[CH:3][C@@H:4]([C@H:6]([C@@H:8]([CH2:10][OH:11])[OH:9])[OH:7])[OH:5]. Reported procedure: The moisture content of samples of 1 mm knife-milled switchgrass was adjusted to 8% (92% DM), 18% (82% DM), or 28% (72% DM) moisture content and subjected to 10% anhydrous ammonia treatment for 1 h at 150-160° C. The samples had dry matter contents of approximately 98%, 97% and 96%, respectively, after flashing off of the ammonia at the end of the anhydrous ammonia treatment. The samples were attritor milled for the equivalent of 5 min in the Union Process attritor mill of Example 4. The samples... Reactants: O=S(=O)(Cl)CCCCl, Nc1ccccc1, c1ccncc1. Product: O=S(=O)(CCCCl)Nc1ccccc1. RXN SMILES: [Cl:1][CH2:2][CH2:3][CH2:4][S:5](=[O:6])(=[O:7])[Cl:8].[NH2:9][c:10]1[cH:11][cH:12][cH:13][cH:14][cH:15]1.[cH:16]1[cH:17][cH:18][n:19][cH:20][cH:21]1>>[Cl:1][CH2:2][CH2:3][CH2:4][S:5](=[O:6])(=[O:7])[NH:9][c:10]1[cH:11][cH:12][cH:13][cH:14][cH:15]1. The product is ClC=1C=C(C=CC1)C1=C(N=C(S1)C)C(=O)N1[C@@H]([C@H]2C[C@H]2C1)CNC(=O)C=1C=CC=C2C1CCO2 (2,3-Dihydro-benzofuran-4-carboxylic Acid{(1S,2S,5R)-3-[5-(3-chloro-phenyl)-2-methyl-thiazole-4-carbonyl]-3-aza-bicyclo[3.1.0]hex-2-ylmethyl}-amide). Reaction SMILES: [NH2:1][CH2:2][C@H:3]1[N:8]([C:9]([C:11]2[N:12]=[C:13]([CH3:23])[S:14][C:15]=2[C:16]2[CH:21]=[CH:20][CH:19]=[C:18]([Cl:22])[CH:17]=2)=[O:10])[CH2:7][C@H:6]2[C@@H:4]1[CH2:5]2.[O:24]1[C:28]2=[CH:29][CH:30]=[CH:31][C:32]([C:33](O)=[O:34])=[C:27]2[CH2:26][CH2:25]1>>[Cl:22][C:18]1[CH:17]=[C:16]([C:15]2[S:14][C:13]([CH3:23])=[N:12][C:11]=2[C:9]([N:8]2[CH2:7][C@H:6]3[C@H:4]([CH2:5]3)[C@H:3]2[CH2:2][NH:1][C:33]([C:32]2[CH:31]=[CH:30][CH:29]=[C:28]3[O:24][CH2:25][CH2:26][C:27]=23)=[O:34])=[O:10])[CH:21]=[CH:20][CH:19]=1. The reactants are NC[C@@H]1[C@H]2C[C@H]2CN1C(=O)C=1N=C(SC1C1=CC(=CC=C1)Cl)C (((1S,2S,5R)-2-Aminomethyl-3-aza-bicyclo[3.1.0]hex-3-yl)-[5-(3-chloro-phenyl)-2-methyl-thiazol-4-yl]-methanone), O1CCC=2C1=CC=CC2C(=O)O (2,3-Dihydro-benzofuran-4-carboxylic acid). Procedure details: prepared by reaction of ((1S,2S,5R)-2-Aminomethyl-3-aza-bicyclo[3.1.0]hex-3-yl)-[5-(3-chloro-phenyl)-2-methyl-thiazol-4-yl]-methanone with 2,3-Dihydro-benzofuran-4-carboxylic acid. LC-MS (basic): tR=0.91 min; [M+H]+=494.3. The reactants are C(=O)C1=CC=C(C=C1)C#CC1=CC=C(C(=O)N([C@@](C(=O)NC)(C(=O)NOC2OCCCC2)C)C)C=C1 ((2S)-2-[{4-[(4-formylphenyl)ethynyl]benzoyl}(methyl)amino]-N,2-dimethyl-N′-(tetrahydro-2H-pyran-2-yloxy)propanediamide), O1CC(C1)N (oxetan-3-amine). The product is CNC([C@@](C(=O)NOC1OCCCC1)(N(C(C1=CC=C(C=C1)C#CC1=CC=C(C=C1)CNC1COC1)=O)C)C)=O ((2S)-N,2-dimethyl-2-{methyl[4-({4-[(oxetan-3-ylamino)methyl]phenyl}ethynyl)benzoyl]amino}-N′-(tetrahydro-2H-pyran-2-yloxy)propanediamide). RXN SMILES: [CH:1]([C:3]1[CH:8]=[CH:7][C:6]([C:9]#[C:10][C:11]2[CH:36]=[CH:35][C:14]([C:15]([N:17]([CH3:34])[C@:18]([CH3:33])([C:23]([NH:25][O:26][CH:27]3[CH2:32][CH2:31][CH2:30][CH2:29][O:28]3)=[O:24])[C:19]([NH:21][CH3:22])=[O:20])=[O:16])=[CH:13][CH:12]=2)=[CH:5][CH:4]=1)=O.[O:37]1[CH2:40][CH:39]([NH2:41])[CH2:38]1>>[CH3:22][NH:21][C:19](=[O:20])[C@:18]([CH3:33])([N:17]([CH3:34])[C:15](=[O:16])[C:14]1[CH:35]=[CH:36][C:11]([C:10]#[C:9][C:6]2[CH:7]=[CH:8][C:3]([CH2:1][NH:41][CH:39]3[CH2:40][O:37][CH2:38]3)=[CH:4][CH:5]=2)=[CH:12][CH:13]=1)[C:23]([NH:25][O:26][CH:27]1[CH2:32][CH2:31][CH2:30][CH2:29][O:28]1)=[O:24]. Procedure: The same procedure as in Example 16-(2) was performed using (2S)-2-[{4-[(4-formylphenyl)ethynyl]benzoyl}(methyl)amino]-N,2-dimethyl-N′-(tetrahydro-2H-pyran-2-yloxy)propanediamide (0.25 g) as obtained in Example 16-(1) and oxetan-3-amine (44 mg), whereby (2S)-N,2-dimethyl-2-{methyl[4-({4-[(oxetan-3-ylamino)methyl]phenyl}ethynyl)benzoyl]amino}-N′-(tetrahydro-2H-pyran-2-yloxy)propanediamide (light yellow foam) was obtained (0.24 g, 85%). The reactants are Cc1cc(-c2ccc(C(F)(F)F)c(C)c2)cc(-c2cccc(-c3cccc(S(=O)(=O)NC(C)(C)C)c3)n2)n1, O=C(O)C(F)(F)F. RXN SMILES: [C:1]([CH3:2])([CH3:3])([CH3:4])[NH:5][S:6](=[O:7])(=[O:8])[c:9]1[cH:10][c:11](-[c:15]2[cH:16][cH:17][cH:18][c:19](-[c:21]3[n:22][c:23]([CH3:38])[cH:24][c:25](-[c:27]4[cH:28][c:29]([CH3:37])[c:30]([C:33]([F:34])([F:35])[F:36])[cH:31][cH:32]4)[cH:26]3)[n:20]2)[cH:12][cH:13][cH:14]1.[F:39][C:40]([F:41])([F:42])[C:43]([OH:44])=[O:45]>>[NH2:5][S:6](=[O:7])(=[O:8])[c:9]1[cH:10][c:11](-[c:15]2[cH:16][cH:17][cH:18][c:19](-[c:21]3[n:22][c:23]([CH3:38])[cH:24][c:25](-[c:27]4[cH:28][c:29]([CH3:37])[c:30]([C:33]([F:34])([F:35])[F:36])[cH:31][cH:32]4)[cH:26]3)[n:20]2)[cH:12][cH:13][cH:14]1. The product is Cc1cc(-c2ccc(C(F)(F)F)c(C)c2)cc(-c2cccc(-c3cccc(S(N)(=O)=O)c3)n2)n1.